This data is from the Open Reaction Database (ORD), a public repository of structured organic reaction records. The task is: describe an organic reaction: reactants, conditions, products, and yield Reactants: CC(=O)O, CO, [Na+], [OH-], O, CCOC(=O)CC(O)CC(=O)C=Cc1c(-c2ccccc2)c2c3ccccc3ccn2c1C(C)C. Yields the product CC(C)c1c(C=CC(=O)CC(O)CC(=O)O)c(-c2ccccc2)c2c3ccccc3ccn12. As a reaction SMILES: [CH3:41][C:42](=[O:43])[OH:44].[CH3:4][OH:5].[Na+:2].[OH-:1].[OH2:3].[OH:6][CH:7]([CH2:8][C:9](=[O:10])[O:11][CH2:12][CH3:13])[CH2:14][C:15]([CH:16]=[CH:17][c:18]1[c:19](-[c:34]2[cH:35][cH:36][cH:37][cH:38][cH:39]2)[c:20]2[n:21]([cH:22][cH:23][c:24]3[cH:25][cH:26][cH:27][cH:28][c:29]23)[c:30]1[CH:31]([CH3:32])[CH3:33])=[O:40]>>[OH:6][CH:7]([CH2:8][C:9](=[O:10])[OH:11])[CH2:14][C:15]([CH:16]=[CH:17][c:18]1[c:19](-[c:34]2[cH:35][cH:36][cH:37][cH:38][cH:39]2)[c:20]2[n:21]([cH:22][cH:23][c:24]3[cH:25][cH:26][cH:27][cH:28][c:29]23)[c:30]1[CH:31]([CH3:32])[CH3:33])=[O:40].